From a dataset of the Open Reaction Database (ORD), a public repository of structured organic reaction records. describe an organic reaction: reactants, conditions, products, and yield Reactants: C(C)(C)(CC(C)(C)C)C1=CC=C(C=C1)O (p-tert-octylphenol), C=O (paraformaldehyde), O.O.C(C(=O)O)(=O)O (oxalic acid dihydrate). Reaction conditions: temperature 170 celsius. Yields the product C(C)(C)(CC(C)(C)C)C1=CC=C(C=C1)O.C=O (p-tert-octylphenol formaldehyde). Reaction SMILES: [C:1]([C:9]1[CH:14]=[CH:13][C:12]([OH:15])=[CH:11][CH:10]=1)([CH2:4][C:5]([CH3:8])([CH3:7])[CH3:6])([CH3:3])[CH3:2].C=O.O.O.C(O)(=O)[C:21](O)=[O:22]>>[C:1]([C:9]1[CH:10]=[CH:11][C:12]([OH:15])=[CH:13][CH:14]=1)([CH2:4][C:5]([CH3:8])([CH3:7])[CH3:6])([CH3:2])[CH3:3].[CH2:21]=[O:22] |f:2.3.4,5.6|. Reported procedure: 206 g (1 mole) of p-tert-octylphenol, 30 g (0.8 mole) of 80% paraformaldehyde and 6 g of oxalic acid dihydrate were condensed at 85° C. for 10 hours in a reactor. The reaction mixture was dehydrated by heating it to 170° C. to give a p-tert-octylphenol/formaldehyde condensate. The reactants are Cl (hydrochloric acid), Cl (hydrochloric acid), C([O-])(O)=O.[Na+] (sodium bicarbonate), [H-].[Na+] (sodium hydride), O\N=C(/CCC(=O)OC)\C1=CC=CC=C1 (methyl (E)-4-hydroxyimino-4-phenylbutyrate), ClCC1=CC=C(OCC=2N=C(OC2C)C2=CC=CC=C2)C=C1 (4-(4-chloromethylphenoxymethyl)-5-methyl-2-phenyloxazole), aqueous solution, [OH-].[Na+] (sodium hydroxide). Run in O1CCCC1 (tetrahydrofuran), CO (methanol), CN(C=O)C (N,N-dimethylformamide). Run at time 1 hour. Product: CC1=C(N=C(O1)C1=CC=CC=C1)COC1=CC=C(CO\N=C(/CCC(=O)O)\C2=CC=CC=C2)C=C1 ((E)-4-[4-(5-methyl-2-phenyl-4-oxazolylmethoxy)benzyloxyimino]-4-phenylbutyric acid). The yield is 60.5%. RXN SMILES: [H-].[Na+].[OH:3]/[N:4]=[C:5](/[C:12]1[CH:17]=[CH:16][CH:15]=[CH:14][CH:13]=1)\[CH2:6][CH2:7][C:8]([O:10]C)=[O:9].Cl[CH2:19][C:20]1[CH:39]=[CH:38][C:23]([O:24][CH2:25][C:26]2[N:27]=[C:28]([C:32]3[CH:37]=[CH:36][CH:35]=[CH:34][CH:33]=3)[O:29][C:30]=2[CH3:31])=[CH:22][CH:21]=1.Cl.C(=O)(O)[O-].[Na+].[OH-].[Na+]>CN(C)C=O.O1CCCC1.CO>[CH3:31][C:30]1[O:29][C:28]([C:32]2[CH:33]=[CH:34][CH:35]=[CH:36][CH:37]=2)=[N:27][C:26]=1[CH2:25][O:24][C:23]1[CH:22]=[CH:21][C:20]([CH2:19][O:3]/[N:4]=[C:5](/[C:12]2[CH:17]=[CH:16][CH:15]=[CH:14][CH:13]=2)\[CH2:6][CH2:7][C:8]([OH:10])=[O:9])=[CH:39][CH:38]=1 |f:0.1,5.6,7.8|. Reported procedure: Under a nitrogen atmosphere, sodium hydride (60%; oily; 127 mg) was added to a solution of methyl (E)-4-hydroxyimino-4-phenylbutyrate (661 mg) and 4-(4-chloromethylphenoxymethyl)-5-methyl-2-phenyloxazole (1.00 g) in N,N-dimethylformamide (10 ml) at room temperature and the mixture was stirred for 1 hour. After addition of 1N hydrochloric acid (5 ml), an aqueous solution of sodium bicarbonate was added thereto, followed by extraction with ethyl acetate. The ethyl acetate layer was washed with a s... Reactants: NC1=C(C=CC(=C1)SC)C1=CC=CC=C1 (2-amino-4-methylthiobiphenyl), C(=S)(Cl)Cl (thiophosgene). The solvent is O1CCOCC1 (dioxan), O (water). Product: CSC=1C=C(C(=CC1)C1=CC=CC=C1)N=C=S (4-methylthio-2-biphenylylisothiocyanate). RXN SMILES: [NH2:1][C:2]1[CH:7]=[C:6]([S:8][CH3:9])[CH:5]=[CH:4][C:3]=1[C:10]1[CH:15]=[CH:14][CH:13]=[CH:12][CH:11]=1.[C:16](Cl)(Cl)=[S:17]>O1CCOCC1.O>[CH3:9][S:8][C:6]1[CH:7]=[C:2]([N:1]=[C:16]=[S:17])[C:3]([C:10]2[CH:11]=[CH:12][CH:13]=[CH:14][CH:15]=2)=[CH:4][CH:5]=1. Procedure details: Reaction of 2-amino-4-methylthiobiphenyl (10.8 g) with thiophosgene (4.6 ml) in a mixture of dioxan (10 ml) and water (200 ml) at 10° C. and then at ambient temperature for 15 hours yielded 4-methylthio-2-biphenylylisothiocyanate as a yellow oil. Reactants: COC1=CC=C(C(=O)Cl)C=C1 (p-methoxybenzoyl chloride), FC(C(F)(F)F)(C(F)(F)F)I (perfluoroisopropyl iodide), phosphorous acid trisdiethylamide. Run in C(Cl)Cl (CH2Cl2). Conditions: temperature -10 celsius, time 5 hour. The product is COC1=CC=C(C=C1)C(C(C(F)(F)F)(C(F)(F)F)F)=O (1-(4-methoxyphenyl)-2,3,3,3-tetrafluoro-2-trifluoromethylpropan-1-one). Yield: 76.0%. RXN SMILES: [CH3:1][O:2][C:3]1[CH:11]=[CH:10][C:6]([C:7](Cl)=[O:8])=[CH:5][CH:4]=1.[F:12][C:13](I)([C:18]([F:21])([F:20])[F:19])[C:14]([F:17])([F:16])[F:15]>C(Cl)Cl>[CH3:1][O:2][C:3]1[CH:11]=[CH:10][C:6]([C:7](=[O:8])[C:13]([F:12])([C:18]([F:21])([F:20])[F:19])[C:14]([F:17])([F:16])[F:15])=[CH:5][CH:4]=1. Procedure: Under protective gas, 27.3 g (0.16 mol) of p-methoxybenzoyl chloride and 53.3 g (0.18 mol) of perfluoroisopropyl iodide in 150 ml of CH2Cl2 are initially introduced into a round-bottomed flask. 45 g (0.18 mol) of phosphorous acid trisdiethylamide are metered in at about -20° C. during the course of 3 hours. The mixture is subsequently stirred at about -10° C. for 5 hours and, after warming, worked up analogously to Example 1. 37 g (76%) of 1-(4-methoxyphenyl)-2,3,3,3-tetrafluoro-2-trifluoromethy... The reactants are N1C=CC2=CC(=CC=C12)C#CC=1C=NC2=C(N=C3C(=C2C1)C=CC(=C3)C)N (2-((1H-indol-5-yl)ethynyl)-8-methylbenzo[f][1,7]naphthyridin-5-amine), C(C)O (Ethanol), [H][H] (hydrogen). The reagents and catalysts are [Pd] (palladium). Run in C(Cl)Cl (methylene chloride). Reaction conditions: time 8 hour. Product: O1CCC2=C1C=CC(=C2)CCC=2C=NC1=C(N=C3C(=C1C2)C=CC(=C3)C)N (2-(2-(2,3-Dihydrobenzofuran-5-yl)ethyl)-8-methylbenzo[f][1,7]naphthyridin-5-amine). Reaction SMILES: N1[C:9]2[C:4](=[CH:5][C:6]([C:10]#[C:11][C:12]3[CH:13]=[N:14][C:15]4[C:20]([CH:21]=3)=[C:19]3[CH:22]=[CH:23][C:24]([CH3:26])=[CH:25][C:18]3=[N:17][C:16]=4[NH2:27])=[CH:7][CH:8]=2)[CH:3]=[CH:2]1.C([OH:30])C.[H][H]>[Pd].C(Cl)Cl>[O:30]1[C:9]2[CH:8]=[CH:7][C:6]([CH2:10][CH2:11][C:12]3[CH:13]=[N:14][C:15]4[C:20]([CH:21]=3)=[C:19]3[CH:22]=[CH:23][C:24]([CH3:26])=[CH:25][C:18]3=[N:17][C:16]=4[NH2:27])=[CH:5][C:4]=2[CH2:3][CH2:2]1. Procedure: To a round bottom flask was added 2-((1H-indol-5-yl)ethynyl)-8-methylbenzo[f][1,7]naphthyridin-5-amine (from the previous step) (1 eq.) with a stirring bar. Ethanol and methylene chloride (1:2, 0.2 M) were added, followed by palladium in carbon (activated powder, wet, 10% on carbon, 0.1 eq.). The content were vacuumed followed by hydrogen flush for three times. The reaction mixture was stirred vigorously under hydrogen balloon at room temperature overnight. Afterwards the reaction mixture was fi... Starting materials: COCC1(C)Cc2c(Oc3ccc(S(C)(=O)=O)cc3)cc(C(=O)OC(C)(C)C)cc2O1, Cc1ccc(N)nc1. Product: COCC1(C)Cc2c(Oc3ccc(S(C)(=O)=O)cc3)cc(C(=O)Nc3ccc(C)cn3)cc2O1. RXN SMILES: [C:1]([CH3:3])([CH3:4])([O:5][C:6](=[O:2])[c:8]1[cH:9][c:10]2[c:11]([c:19]([O:21][c:22]3[cH:23][cH:24][c:25]([S:28](=[O:29])(=[O:30])[CH3:31])[cH:26][cH:27]3)[cH:20]1)[CH2:12][C:13]([CH3:15])([CH2:16][O:17][CH3:18])[O:14]2)[CH3:7].[CH3:32][c:33]1[cH:34][cH:35][c:36]([NH2:39])[n:37][cH:38]1>>[O:5]=[C:6]([c:8]1[cH:9][c:10]2[c:11]([c:19]([O:21][c:22]3[cH:23][cH:24][c:25]([S:28](=[O:29])(=[O:30])[CH3:31])[cH:26][cH:27]3)[cH:20]1)[CH2:12][C:13]([CH3:15])([CH2:16][O:17][CH3:18])[O:14]2)[NH:39][c:36]1[cH:35][cH:34][c:33]([CH3:32])[cH:38][n:37]1. Solvent: CN(C)C=O (DMF), CN(C)C=O (DMF). Reported procedure: 3-Indolebutyric acid (1.7 g, 8.2 mmole), 1-hydroxybenzotriazole hydrate (1.3 g, 9.8 mmole) and 1,3-diisopropylcarbodiimide (1.5 ml, 9.8 mmole) were combined in 200 ml of DMF and stirred at room temperature for 2 hours under a nitrogen atmosphere. To this was added dropwise 7-methylsulfonylamino-2,3-dihydro-1,4-benzodioxin-2-methanamine (2.0 g, 8.2 mmole) in 50 ml of DMF and the mixture was further stirred for 48 hours. The solvent was removed and the residue partitioned between dichloromethane a... RXN SMILES: [NH:1]1[C:9]2[C:4](=[CH:5][CH:6]=[CH:7][CH:8]=2)[C:3]([CH2:10][CH2:11][CH2:12][C:13](O)=O)=[CH:2]1.O.ON1C2C=CC=CC=2N=N1.C(N=C=NC(C)C)(C)C.[CH3:36][S:37]([NH:40][C:41]1[CH:42]=[CH:43][C:44]2[O:49][CH2:48][CH:47]([CH2:50][NH2:51])[O:46][C:45]=2[CH:52]=1)(=[O:39])=[O:38]>CN(C=O)C>[NH:1]1[C:9]2[C:4](=[CH:5][CH:6]=[CH:7][CH:8]=2)[C:3]([CH2:10][CH2:11][CH2:12][CH2:13][NH:51][CH2:50][CH:47]2[CH2:48][O:49][C:44]3[CH:43]=[CH:42][C:41]([NH:40][S:37]([CH3:36])(=[O:39])=[O:38])=[CH:52][C:45]=3[O:46]2)=[CH:2]1 |f:1.2|. The reactants are CS(=O)(=O)NC=1C=CC2=C(OC(CO2)CN)C1 (7-methylsulfonylamino-2,3-dihydro-1,4-benzodioxin-2-methanamine), N1C=C(C2=CC=CC=C12)CCCC(=O)O (3-Indolebutyric acid), O.ON1N=NC2=C1C=CC=C2 (1-hydroxybenzotriazole hydrate), C(C)(C)N=C=NC(C)C (1,3-diisopropylcarbodiimide). Reaction conditions: time 2 hour. The yield is 85.2%. Yields the product N1C=C(C2=CC=CC=C12)CCCCNCC1OC2=C(OC1)C=CC(=C2)NS(=O)(=O)C (N-(3-{[4-(1 H-Indol-3-yl)-butylamino]-methyl}-2,3-dihydro-benzo[1,4]dioxin-6-yl)-methanesulfonamide).